describe an organic reaction: reactants, conditions, products, and yield From a dataset of the Open Reaction Database (ORD), a public repository of structured organic reaction records. Starting materials: Cl.CN(CCCl)CCCl (N-methylbis (2-chloroethyl)amine hydrochloride), [N+](=O)([O-])C=1C=C(N)C=CC1 (3-nitroaniline), C([O-])([O-])=O.[Na+].[Na+] (Sodium carbonate). The solvent is C(CCC)O (1-butanol). Product: CN1CCN(CC1)C=1C=C(C=CC1)[N+](=O)[O-] (3-(N-Methyl-N'-piperazinyl)-1-nitrobenzene). The yield is 50.3%. As a reaction SMILES: Cl.[CH3:2][N:3]([CH2:7][CH2:8]Cl)[CH2:4][CH2:5]Cl.[N+:10]([C:13]1[CH:14]=[C:15]([CH:17]=[CH:18][CH:19]=1)[NH2:16])([O-:12])=[O:11].C(=O)([O-])[O-].[Na+].[Na+]>C(O)CCC>[CH3:2][N:3]1[CH2:7][CH2:8][N:16]([C:15]2[CH:14]=[C:13]([N+:10]([O-:12])=[O:11])[CH:19]=[CH:18][CH:17]=2)[CH2:5][CH2:4]1 |f:0.1,3.4.5|. Reported procedure: A mixture of N-methylbis (2-chloroethyl)amine hydrochloride (9.8 g) and 3-nitroaniline (7.0 g) in 1-butanol (100 ml) was heated at reflux for 60 h then cooled to room temperature. Sodium carbonate (2.8 g) was then added and the mixture heated at reflux for a further 18 h, then cooled to 0° C. and filtered. The solid was collected, washed with anhydrous ether then partitioned between dichloromethane (200 ml) and sodium hydroxide solution (1M, 150 ml). The organic layer was separated and the aqueo... Starting materials: Cl.Cl.C(=O)(OCC)[C@H]1N(CC2=CC(=CC=C2C1)C1=CC=CC=C1)CC1=CN=CN1CC1=CC=C(C=C1)C#N (3(S)-carboethoxy-7-phenyl-2-(1-(4-cyanobenzyl)-5-imidazolylmethyl)-1,2,3,4-tetrahydroisoquinoline dihydrochloride salt), [Li+].[BH4-] (LiBH4). Solvent: C1CCOC1 (THF). Reaction conditions: temperature 50 celsius. The product is Cl.Cl.OC[C@H]1N(CC2=CC(=CC=C2C1)C1=CC=CC=C1)CC1=CN=CN1CC1=CC=C(C=C1)C#N (3(S)-Hydroxymethyl-7-phenyl-2-(1-(4-cyanobenzyl)-5-imidazolylmethyl)-1,2,3,4-tetrahydroisoquinoline bis hydrochloride salt). Reaction SMILES: [ClH:1].Cl.[C:3]([C@@H:8]1[CH2:17][C:16]2[C:11](=[CH:12][C:13]([C:18]3[CH:23]=[CH:22][CH:21]=[CH:20][CH:19]=3)=[CH:14][CH:15]=2)[CH2:10][N:9]1[CH2:24][C:25]1[N:29]([CH2:30][C:31]2[CH:36]=[CH:35][C:34]([C:37]#[N:38])=[CH:33][CH:32]=2)[CH:28]=[N:27][CH:26]=1)(OCC)=[O:4].[Li+].[BH4-]>C1COCC1>[ClH:1].[ClH:1].[OH:4][CH2:3][C@@H:8]1[CH2:17][C:16]2[C:11](=[CH:12][C:13]([C:18]3[CH:19]=[CH:20][CH:21]=[CH:22][CH:23]=3)=[CH:14][CH:15]=2)[CH2:10][N:9]1[CH2:24][C:25]1[N:29]([CH2:30][C:31]2[CH:32]=[CH:33][C:34]([C:37]#[N:38])=[CH:35][CH:36]=2)[CH:28]=[N:27][CH:26]=1 |f:0.1.2,3.4,6.7.8|. Reported procedure: 3(S)-Carboethoxy-7-phenyl-2-(1-(4-cyanobenzyl)-5-imidazolylmethyl)-1,2,3,4-tetrahydroisoquinoline (150 mg, 0.32 mmol) from Example 21 was dissolved in THF (3 mL) and treated with LiBH4 (13.7 g, 0.64 mmol). The solution was heated at 50° C. for 3 h then quenched with 1N HCl and extracted with EtOAc (3×), washed with brine, dried and evaporated. The residue was purified by preparative HPLC (gradient elution with water/acetonitrile containing 0.1% TFA), the product neutralized and converted to the ... Starting materials: CCn1nc(C(C)O)cc1-c1cccc(C(C)(C)NS(=O)(=O)CC(F)(F)F)c1, Oc1ccc(F)cc1, CC(C)OC(=O)N=NC(=O)OC(C)C, c1ccc(P(c2ccccc2)c2ccccc2)cc1. Yields the product CCn1nc(C(C)Oc2ccc(F)cc2)cc1-c1cccc(C(C)(C)NS(=O)(=O)CC(F)(F)F)c1. RXN SMILES: [CH2:1]([CH3:2])[n:3]1[n:4][c:5]([CH:26]([CH3:27])[OH:28])[cH:6][c:7]1-[c:8]1[cH:9][c:10]([C:14]([CH3:15])([CH3:16])[NH:17][S:18](=[O:19])(=[O:20])[CH2:21][C:22]([F:23])([F:24])[F:25])[cH:11][cH:12][cH:13]1.[F:29][c:30]1[cH:31][cH:32][c:33]([OH:36])[cH:34][cH:35]1.[O:56]=[C:57]([O:58][CH:59]([CH3:60])[CH3:61])[N:62]=[N:63][C:64]([O:65][CH:66]([CH3:67])[CH3:68])=[O:69].[c:37]1([P:38]([c:39]2[cH:40][cH:41][cH:42][cH:43][cH:44]2)[c:45]2[cH:46][cH:47][cH:48][cH:49][cH:50]2)[cH:51][cH:52][cH:53][cH:54][cH:55]1>>[CH2:1]([CH3:2])[n:3]1[n:4][c:5]([CH:26]([CH3:27])[O:28][c:33]2[cH:32][cH:31][c:30]([F:29])[cH:35][cH:34]2)[cH:6][c:7]1-[c:8]1[cH:9][c:10]([C:14]([CH3:15])([CH3:16])[NH:17][S:18](=[O:19])(=[O:20])[CH2:21][C:22]([F:23])([F:24])[F:25])[cH:11][cH:12][cH:13]1. Reactants: C(C)(=O)C(CCCC1=CC=CC=C1)C1=NC(=C2C(NC(=NN21)CC2=CC(=C(C=C2)OC)OC)=O)CC (7-(1-acetyl-4-phenylbutyl)-2-(3,4-dimethoxybenzyl)-5-ethyl-imidazo[5,1-f][1,2,4]triazin-4(3H)-one), [BH4-].[Na+] (sodium borohydride). The product is COC=1C=C(CC2=NN3C(C(N2)=O)=C(N=C3C(CCCC3=CC=CC=C3)C(C)O)CC)C=CC1OC (2-(3,4-dimethoxybenzyl)-5-ethyl-7-[1-(1-hydroxyethyl)-4-phenylbutyl]imidazo[5,1-f][1,2,4]triazin-4(3H)-one). As a reaction SMILES: [C:1]([CH:4]([C:14]1[N:22]2[C:17]([C:18](=[O:34])[NH:19][C:20]([CH2:23][C:24]3[CH:29]=[CH:28][C:27]([O:30][CH3:31])=[C:26]([O:32][CH3:33])[CH:25]=3)=[N:21]2)=[C:16]([CH2:35][CH3:36])[N:15]=1)[CH2:5][CH2:6][CH2:7][C:8]1[CH:13]=[CH:12][CH:11]=[CH:10][CH:9]=1)(=[O:3])[CH3:2].[BH4-].[Na+]>>[CH3:33][O:32][C:26]1[CH:25]=[C:24]([CH:29]=[CH:28][C:27]=1[O:30][CH3:31])[CH2:23][C:20]1[NH:19][C:18](=[O:34])[C:17]2=[C:16]([CH2:35][CH3:36])[N:15]=[C:14]([CH:4]([CH:1]([OH:3])[CH3:2])[CH2:5][CH2:6][CH2:7][C:8]3[CH:9]=[CH:10][CH:11]=[CH:12][CH:13]=3)[N:22]2[N:21]=1 |f:1.2|. Procedure details: 50 mg (0.10 mmol) of 7-(1-acetyl-4-phenylbutyl)-2-(3,4-dimethoxybenzyl)-5-ethyl-imidazo[5,1-f][1,2,4]triazin-4(3H)-one, analogously to Example 12 are reacted with 19 mg (0.50 mmol) of sodium borohydride to give 2-(3,4-dimethoxybenzyl)-5-ethyl-7-[1-(1-hydroxyethyl)-4-phenylbutyl]imidazo[5,1-f][1,2,4]triazin-4(3H)-one. Starting materials: [Al+3], BrC1CCCCC1, [Cl-], [Cl-], [Cl-], O, S=C=S, CCOC(=O)c1cc[nH]c1. Yields the product CCOC(=O)c1c[nH]c(C2CCCCC2)c1. Reaction SMILES: [Al+3:12].[Br:15][CH:16]1[CH2:17][CH2:18][CH2:19][CH2:20][CH2:21]1.[Cl-:11].[Cl-:13].[Cl-:14].[OH2:22].[S:23]=[C:24]=[S:25].[nH:1]1[cH:2][c:3]([C:6](=[O:7])[O:8][CH2:9][CH3:10])[cH:4][cH:5]1>>[nH:1]1[cH:2][c:3]([C:6](=[O:7])[O:8][CH2:9][CH3:10])[cH:4][c:5]1[CH:16]1[CH2:17][CH2:18][CH2:19][CH2:20][CH2:21]1. Starting materials: O=S(=O)(Cl)c1ccc(Br)cc1, Cc1cc(N)cc(C)c1S(=O)(=O)C[N+](=O)[O-], [Ca+2], O=C([O-])[O-], C1CCOC1, O. The product is Cc1cc(NS(=O)(=O)c2ccc(Br)cc2)cc(C)c1S(=O)(=O)C[N+](=O)[O-]. Reaction SMILES: [Br:6][c:7]1[cH:8][cH:9][c:10]([S:13](=[O:14])(=[O:15])[Cl:16])[cH:11][cH:12]1.[CH3:17][c:18]1[cH:19][c:20]([NH2:21])[cH:22][c:23]([CH3:32])[c:24]1[S:25](=[O:26])(=[O:27])[CH2:28][N+:29](=[O:30])[O-:31].[Ca+2:1].[O-:2][C:3](=[O:4])[O-:5].[O:34]1[CH2:35][CH2:36][CH2:37][CH2:38]1.[OH2:33]>>[Br:6][c:7]1[cH:8][cH:9][c:10]([S:13](=[O:14])(=[O:15])[NH:21][c:20]2[cH:19][c:18]([CH3:17])[c:24]([S:25](=[O:26])(=[O:27])[CH2:28][N+:29](=[O:30])[O-:31])[c:23]([CH3:32])[cH:22]2)[cH:11][cH:12]1. Starting materials: C(C1=CC=CC=C1)N (benzylamine), ClC=1N=C(C2=C(N1)SC(=C2C)C)Cl (2,4-dichloro-5,6-dimethyl-thieno-[2,3-d]-pyrimidine). Yields the product ClC=1N=C(C2=C(N1)SC(=C2C)C)NCC2=CC=CC=C2 (2-chloro-5,6-dimethyl-4-benzylamino-thieno-[2,3-d]-pyrimidine). As a reaction SMILES: [CH2:1]([NH2:8])[C:2]1[CH:7]=[CH:6][CH:5]=[CH:4][CH:3]=1.[Cl:9][C:10]1[N:11]=[C:12](Cl)[C:13]2[C:18]([CH3:19])=[C:17]([CH3:20])[S:16][C:14]=2[N:15]=1>>[Cl:9][C:10]1[N:11]=[C:12]([NH:8][CH2:1][C:2]2[CH:7]=[CH:6][CH:5]=[CH:4][CH:3]=2)[C:13]2[C:18]([CH3:19])=[C:17]([CH3:20])[S:16][C:14]=2[N:15]=1. Procedure: Following the procedure of Example 1, the reaction of benzylamine with 2,4-dichloro-5,6-dimethyl-thieno-[2,3-d]-pyrimidine yields 2-chloro-5,6-dimethyl-4-benzylamino-thieno-[2,3-d]-pyrimidine. Reactants: silicone, 3-azide 1,1,1-trifluoro-3-methylbutane, [N-]=[N+]=[N-] (azide), FC(C=C(C)C)(F)F (1,1,1-trifluoro-3-methyl-2-butene), 3-bromo-1,1,1-trifuloro-3-methylbutane, FC(C=C(C)C)(F)F (1,1,1-trifluoro-3-methyl-2-butene), BrC(CC(F)(F)F)(C)C (3-bromo-1,1,1-trifluoro-3-methylbutane), FC(C=C(C)C)(F)F (1,1,1-trifluoro-3-methyl-2-butene). Solvent: CCOCC (ether), CCOCC (ether), olefin. Product: N(=[N+]=[N-])C(CC(F)(F)F)(C)C (3-Azido-1,1,1-trifluoro-3-methylbutane). RXN SMILES: [F:1][C:2]([F:8])([F:7])[CH:3]=[C:4]([CH3:6])[CH3:5].BrC(C)(C)CC(F)(F)F.[N-:18]=[N+:19]=[N-:20]>CCOCC>[N:18]([C:4]([CH3:6])([CH3:5])[CH2:3][C:2]([F:8])([F:7])[F:1])=[N+:19]=[N-:20]. Procedure: The reaction mixture was distilled at ca. 65 mmHg pressure until 70 g of condensate had been collected; further distillate when examined by g.l.c. (2 m silicone, 50°) contained none of the required azide. The distillate was added to ice water (500 ml), shaken, and the lower organic layer (17.1 g) separated, shaken with an excess of aqueous sodium bicarbonate solution, then with water, and dried (Na2SO4). The washings were added to the ice-water layer, which was then extracted three times with et... Starting materials: C(=O)[C@H]1CN(C[C@@H]1C1=CC=CC=C1)[C@@H](C(=O)OCC1=CC=C(C=C1)OC)C1CCCCC1 (2-(R)-(3-(R)-Formyl-4-(S)-phenylpyrrolidin-1-yl)-2-(cyclohexyl)acetic acid, (4-methoxy)benzyl ester), FC(CCC1CCNCC1)(C1=CC=CC=C1)F (4-(3,3-difluoro-3-phenylpropyl)piperidine), C(C)(=O)O[BH-](OC(C)=O)OC(C)=O.[Na+] (sodium triacetoxyborohydride). The solvent is ClCCCl (1,2-dichloroethane), CCOC(=O)C (EtOAc). Reaction conditions: time 4 hour. Yields the product hexanes EtOAc, COC1=CC=C(COC([C@@H](C2CCCCC2)N2C[C@@H]([C@H](C2)C2=CC=CC=C2)CN2CCC(CC2)CCC(C2=CC=CC=C2)(F)F)=O)C=C1 (2-(R)-(3-(S)-((4-(3,3-Difluoro-3-phenylpropyl)piperidin-1-yl)methyl)-4-(S)-phenylpyrrolidin-1-yl)-2-(cyclohexyl)acetic acid (4-methoxy)benzyl ester). Yield: 66.2%. Reaction SMILES: [CH:1]([C@@H:3]1[C@@H:7]([C:8]2[CH:13]=[CH:12][CH:11]=[CH:10][CH:9]=2)[CH2:6][N:5]([C@H:14]([CH:27]2[CH2:32][CH2:31][CH2:30][CH2:29][CH2:28]2)[C:15]([O:17][CH2:18][C:19]2[CH:24]=[CH:23][C:22]([O:25][CH3:26])=[CH:21][CH:20]=2)=[O:16])[CH2:4]1)=O.[F:33][C:34]([F:49])([C:43]1[CH:48]=[CH:47][CH:46]=[CH:45][CH:44]=1)[CH2:35][CH2:36][CH:37]1[CH2:42][CH2:41][NH:40][CH2:39][CH2:38]1.C(O[BH-](OC(=O)C)OC(=O)C)(=O)C.[Na+]>ClCCCl.CCOC(C)=O>[CH3:26][O:25][C:22]1[CH:23]=[CH:24][C:19]([CH2:18][O:17][C:15](=[O:16])[C@H:14]([N:5]2[CH2:6][C@H:7]([C:8]3[CH:9]=[CH:10][CH:11]=[CH:12][CH:13]=3)[C@@H:3]([CH2:1][N:40]3[CH2:41][CH2:42][CH:37]([CH2:36][CH2:35][C:34]([F:33])([F:49])[C:43]4[CH:48]=[CH:47][CH:46]=[CH:45][CH:44]=4)[CH2:38][CH2:39]3)[CH2:4]2)[CH:27]2[CH2:28][CH2:29][CH2:30][CH2:31][CH2:32]2)=[CH:20][CH:21]=1 |f:2.3|. Procedure: Molecular sieve pellets (3 A) were added to a solution of 2-(R)-(3-(R)-formyl-4-(S)-phenylpyrrolidin-1-yl)-2-(cyclohexyl)acetic acid (4-methoxy)benzyl ester (34 mg, 0.078 mmol, from EXAMPLE 33, Step E) and 4-(3,3-difluoro-3-phenylpropyl)piperidine (20 mg. 0.084 mmol, from EXAMPLE 154, Step D) in 1,2-dichloroethane (0.75 mL). The mixture was stirred for 45 min. at RT before the addition of sodium triacetoxyborohydride (19.9 mg, 0.094 mmol). After 4 h, the mixture was diluted with EtOAc (20 mL) an... The reactants are CN1CCNCC1, CS(C)=O, Clc1cc(Cl)nc(Cl)c1, [H-], [Na+], O. The product is CN1CCN(c2cc(Cl)nc(Cl)c2)CC1. RXN SMILES: [CH3:1][N:2]1[CH2:3][CH2:4][NH:5][CH2:6][CH2:7]1.[CH3:20][S:21]([CH3:22])=[O:23].[Cl:10][c:11]1[n:12][c:13]([Cl:18])[cH:14][c:15]([Cl:17])[cH:16]1.[H-:9].[Na+:8].[OH2:19]>>[CH3:1][N:2]1[CH2:3][CH2:4][N:5]([c:15]2[cH:14][c:13]([Cl:18])[n:12][c:11]([Cl:10])[cH:16]2)[CH2:6][CH2:7]1.